Dataset: the Open Reaction Database (ORD), a public repository of structured organic reaction records. Task: describe an organic reaction: reactants, conditions, products, and yield Starting materials: CCOC(=O)C(Cc1ccc(O)cc1)OCC, C1CCOC1, CCOC(=O)N=NC(=O)OCC, O, c1ccc(P(c2ccccc2)c2ccccc2)cc1, OCCC1c2ccccc2-c2ccccc21. The product is CCOC(=O)C(Cc1ccc(OCCC2c3ccccc3-c3ccccc32)cc1)OCC. Reaction SMILES: [CH2:48]([CH3:49])[O:50][CH:51]([C:52](=[O:53])[O:54][CH2:55][CH3:56])[CH2:57][c:58]1[cH:59][cH:60][c:61]([OH:64])[cH:62][cH:63]1.[CH2:65]1[O:66][CH2:67][CH2:68][CH2:69]1.[O:1]=[C:2]([O:3][CH2:4][CH3:5])[N:6]=[N:7][C:8]([O:9][CH2:10][CH3:11])=[O:12].[OH2:70].[c:13]1([P:14]([c:15]2[cH:16][cH:17][cH:18][cH:19][cH:20]2)[c:21]2[cH:22][cH:23][cH:24][cH:25][cH:26]2)[cH:27][cH:28][cH:29][cH:30][cH:31]1.[cH:32]1[cH:33][cH:34][cH:35][c:36]2[c:44]1[CH:43]([CH2:45][CH2:46][OH:47])[c:42]1[c:37]-2[cH:38][cH:39][cH:40][cH:41]1>>[cH:32]1[cH:33][cH:34][cH:35][c:36]2[c:44]1[CH:43]([CH2:45][CH2:46][O:47][c:61]1[cH:60][cH:59][c:58]([CH2:57][CH:51]([O:50][CH2:48][CH3:49])[C:52](=[O:53])[O:54][CH2:55][CH3:56])[cH:63][cH:62]1)[c:42]1[c:37]-2[cH:38][cH:39][cH:40][cH:41]1.